This data is from the Open Reaction Database (ORD), a public repository of structured organic reaction records. The task is: describe an organic reaction: reactants, conditions, products, and yield The reactants are CN1C(=CC=C1)C=O (1-methyl-1H-pyrrole-2-carbaldehyde), II (iodine), BrBr (Bromine). Run in C(Cl)(Cl)Cl (chloroform), C(Cl)(Cl)Cl (chloroform). Conditions: temperature -10 celsius. The product is BrC=1C=C(N(C1)C)C=O (4-bromo-1-methyl-1H-pyrrole-2-carbaldehyde). Yield: 95.7%. As a reaction SMILES: [CH3:1][N:2]1[CH:6]=[CH:5][CH:4]=[C:3]1[CH:7]=[O:8].II.[Br:11]Br>C(Cl)(Cl)Cl>[Br:11][C:5]1[CH:4]=[C:3]([CH:7]=[O:8])[N:2]([CH3:1])[CH:6]=1. Reported procedure: To a solution of 1-methyl-1H-pyrrole-2-carbaldehyde (1.09 g, 10.0 mmol) in 60 mL chloroform at −20° C. was added a single crystal of iodine. The mixture was stirred until homogeneous. Bromine (0.51 mL, 10.0 mmol) was added dropwise as a solution in 10 mL chloroform. The solution was stirred while warming from −20 to 0° C. over 1.5 h. Chloroform was removed in vacuo and the residue added to 5% sodium bisulfite solution to quench excess bromine/iodine. Saturated sodium bicarbonate was added until ...